Dataset: the Open Reaction Database (ORD), a public repository of structured organic reaction records. Task: describe an organic reaction: reactants, conditions, products, and yield The yield is 75.0%. Yields the product COC1=NC=C(C(=N1)OC)C=1C(=CC(=C(C=O)C1)OC)OC (5-(2,4-Dimethoxy-pyrimidin-5-yl)-2,4-dimethoxy-benzaldehyde). As a reaction SMILES: Br[C:2]1[C:3]([O:12][CH3:13])=[CH:4][C:5]([O:10][CH3:11])=[C:6]([CH:9]=1)[CH:7]=[O:8].[CH3:14][O:15][C:16]1[N:21]=[C:20]([O:22][CH3:23])[C:19](B(O)O)=[CH:18][N:17]=1>>[CH3:14][O:15][C:16]1[N:21]=[C:20]([O:22][CH3:23])[C:19]([C:2]2[C:3]([O:12][CH3:13])=[CH:4][C:5]([O:10][CH3:11])=[C:6]([CH:9]=2)[CH:7]=[O:8])=[CH:18][N:17]=1. Reported procedure: Ex-38A: 5-(2,4-Dimethoxy-pyrimidin-5-yl)-2,4-dimethoxy-benzaldehyde was prepared from 5-bromo-2,4-dimethoxybenzaldehyde and 2,4-Dimethoxy-pyrimidin-5-boronic acid in a similar manner as described in Ex-3A, 75% yield. 1H-NMR (CDCl3) δ 10.34 (s, 1H), 8.13 (s, 1H), 7.74 (s, 1H), 6.51 (s, 1H), 4.03 (s, 3H), 3.99 (s, 3H), 3.95 (s, 3H), 3.88 (s, 3H). The reactants are BrC=1C(=CC(=C(C=O)C1)OC)OC (5-bromo-2,4-dimethoxybenzaldehyde), COC1=NC=C(C(=N1)OC)B(O)O (2,4-Dimethoxy-pyrimidin-5-boronic acid). Starting materials: COC(CCC(=O)C1=C(C=C(C=C1B1OC(C(O1)(C)C)(C)C)OC1OCCCC1)C)=O (4-[2-Methyl-4-(tetrahydro-pyran-2-yloxy)-6-(4,4,5,5-tetramethyl-[1,3,2]dioxaborolan-2-yl)-phenyl]-4-oxo-butyric acid methyl ester), [BH4-].[Na+] (NaBH4). The solvent is CO (MeOH). Run at temperature 0 celsius, time 30 minute. Yields the product COC(CCC1C2=C(B(O1)O)C=C(C=C2C)O)=O (3-(1,6-dihydroxy-4-methyl-1,3-dihydro-benzo[c][1,2]oxaborol-3-yl)-propionic acid methyl ester). Yield: 29.6%. RXN SMILES: [CH3:1][O:2][C:3](=[O:31])[CH2:4][CH2:5][C:6]([C:8]1[C:13]([B:14]2[O:18]C(C)(C)C(C)(C)[O:15]2)=[CH:12][C:11]([O:23]C2CCCCO2)=[CH:10][C:9]=1[CH3:30])=O.[BH4-].[Na+]>CO>[CH3:1][O:2][C:3](=[O:31])[CH2:4][CH2:5][CH:6]1[O:18][B:14]([OH:15])[C:13]2[CH:12]=[C:11]([OH:23])[CH:10]=[C:9]([CH3:30])[C:8]1=2 |f:1.2|. Reported procedure: To a solution of 4-[2-Methyl-4-(tetrahydro-pyran-2-yloxy)-6-(4,4,5,5-tetramethyl-[1,3,2]dioxaborolan-2-yl)-phenyl]-4-oxo-butyric acid methyl ester (1.15 g, 2.57 mmol) in MeOH (50 mL) was added NaBH4 (0.244 g, 6.42 mmol) at 0° C. The reaction mixture was stirred at 0° C. for 30 minutes, quenched with 6 N HCl and concentrated in vacuo. The residue was purified by silica gel flash column chromatography followed by lyophilization to give 3-(1,6-dihydroxy-4-methyl-1,3-dihydro-benzo[c][1,2]oxaborol-3-... Reactants: ClC1=NC2=C(C=CC=C2C=C1)C1=CC=2C(NCCC2N1)=O (2-(2-chloroquinolin-8-yl)-6,7-dihydro-1H-pyrrolo[3,2-c]pyridin-4(5H)-one), CC(C)C1=CC(=C(C(=C1)C(C)C)C2=C(C=CC(=C2P(C3CCCCC3)C4CCCCC4)OC)OC)C(C)C (Brettphos), [Li+].C[Si](C)(C)[N-][Si](C)(C)C (LHMDS), N1=CC=C(C=C1)N (pyridin-4-amine), CC(C)C1=CC(=C(C(=C1)C(C)C)C2=C(C=CC(=C2P(C3CCCCC3)C4CCCCC4)OC)OC)C(C)C (BrettPhos). Conditions: temperature 150 celsius. Product: N1=CC=C(C=C1)NC1=NC2=C(C=CC=C2C=C1)C1=CC=2C(NCCC2N1)=O (2-(2-(pyridin-4-ylamino)quinolin-8-yl)-6,7-dihydro-1H-pyrrolo[3,2-c]pyridin-4(5H)-one). Yield: 13.0%. As a reaction SMILES: Cl[C:2]1[CH:11]=[CH:10][C:9]2[C:4](=[C:5]([C:12]3[NH:20][C:19]4[CH2:18][CH2:17][NH:16][C:15](=[O:21])[C:14]=4[CH:13]=3)[CH:6]=[CH:7][CH:8]=2)[N:3]=1.[N:22]1[CH:27]=[CH:26][C:25]([NH2:28])=[CH:24][CH:23]=1.CC(C1C=C(C(C)C)C(C2C(P(C3CCCCC3)C3CCCCC3)=C(OC)C=CC=2OC)=C(C(C)C)C=1)C.[Li+].C[Si]([N-][Si](C)(C)C)(C)C>>[N:22]1[CH:27]=[CH:26][C:25]([NH:28][C:2]2[CH:11]=[CH:10][C:9]3[C:4](=[C:5]([C:12]4[NH:20][C:19]5[CH2:18][CH2:17][NH:16][C:15](=[O:21])[C:14]=5[CH:13]=4)[CH:6]=[CH:7][CH:8]=3)[N:3]=2)=[CH:24][CH:23]=1 |f:3.4|. Procedure: Prepared similarly to that described in Example 82 using 2-(2-chloroquinolin-8-yl)-6,7-dihydro-1H-pyrrolo[3,2-c]pyridin-4(5H)-one (Example 1; 58 mg, 0.195 mmol), pyridin-4-amine (22.00 mg, 0.234 mmol, Aldrich), BrettPhos precat (Strem, Newburyport, Mass.; 8.25 mg, 9.74 μmmol), Brettphos (Strem, Newburyport, Mass.; 5.70 mg, 9.74 μmmol), and LHMDS (1.0M in THF; 429 μl, 0.429 mmol), heating at 150° C. for 40 min in a microwave (Biotage Initiator). Purification by silica gel chromatography (100% DCM... Reactants: C, CCO, [Pd], CCOC(=O)C=CC1CCSCC1. Yields the product CCOC(=O)CCC1CCSCC1. Reaction SMILES: [C:17].[CH3:14][CH2:15][OH:16].[Pd:18].[S:1]1[CH2:2][CH2:3][CH:4]([CH:7]=[CH:8][C:9](=[O:10])[O:11][CH2:12][CH3:13])[CH2:5][CH2:6]1>>[S:1]1[CH2:2][CH2:3][CH:4]([CH2:7][CH2:8][C:9](=[O:10])[O:11][CH2:12][CH3:13])[CH2:5][CH2:6]1. Starting materials: [N+](=O)([O-])C=1C=C(N)C=CC1 (m-nitroaniline), C(C)OC=C(C(=O)OCC)C(=O)OCC (diethyl ethoxymethylenemalonate). The product is formula II, [N+](=O)([O-])C=1C=C(NC=C(C(=O)OCC)C(=O)OCC)C=CC1 (diethyl m-nitroanilinomethylenemalonate). Reaction SMILES: [N+:1]([C:4]1[CH:5]=[C:6]([CH:8]=[CH:9][CH:10]=1)[NH2:7])([O-:3])=[O:2].C(O[CH:14]=[C:15]([C:21]([O:23][CH2:24][CH3:25])=[O:22])[C:16]([O:18][CH2:19][CH3:20])=[O:17])C>>[N+:1]([C:4]1[CH:5]=[C:6]([CH:8]=[CH:9][CH:10]=1)[NH:7][CH:14]=[C:15]([C:16]([O:18][CH2:19][CH3:20])=[O:17])[C:21]([O:23][CH2:24][CH3:25])=[O:22])([O-:3])=[O:2]. Procedure details: The intermediate lower-alkyl 7-amino-1-R-1,4-dihydro-4-oxo-3-quinolinecarboxylates of formula II are prepared in several steps by convention procedures as follows: m-nitroaniline is reacted with diethyl ethoxymethylenemalonate to form diethyl m-nitroanilinomethylenemalonate which is cyclized by heating in an appropriate solvent such as Dowtherm® A (eutectic mixture of 26.5% diphenyl and 73.5% diphenyl ether) or mineral oil at about 250°-260° C. to produce lower-alkyl 1,4-dihydro-7-nitro-4-oxo-3-...